This data is from the Open Reaction Database (ORD), a public repository of structured organic reaction records. The task is: describe an organic reaction: reactants, conditions, products, and yield The reactants are C1(=C(C(=C(C(=C1F)F)F)N)F)N.Cl.Cl (dihydrochloride), [N+](=O)([O-])C1=CC(=C(C=C1)NCCOCCO)C (2-[2-(4-nitro-2-methylphenylamino)ethoxy]ethanol). The reagents and catalysts are [Zn].[Cl-].[NH4+].O.C(C)O (zinc ammonium chloride water ethanol). The product is Cl.Cl.NC1=CC(=C(C=C1)NCCOCCO)C (2-[2-(4-amino-2-methylphenylamino)ethoxy]ethanol dihydrochloride). RXN SMILES: [N+:1]([C:4]1[CH:9]=[CH:8][C:7]([NH:10][CH2:11][CH2:12][O:13][CH2:14][CH2:15][OH:16])=[C:6]([CH3:17])[CH:5]=1)([O-])=O.C1(N)C(F)=C(F)C(F)=C(N)C=1F.[ClH:30].Cl>[Zn].[Cl-].[NH4+].O.C(O)C>[ClH:30].[ClH:30].[NH2:1][C:4]1[CH:9]=[CH:8][C:7]([NH:10][CH2:11][CH2:12][O:13][CH2:14][CH2:15][OH:16])=[C:6]([CH3:17])[CH:5]=1 |f:1.2.3,4.5.6.7.8,9.10.11|. Procedure details: The 2-[2-(4-nitro-2-methylphenylamino)ethoxy]ethanol (13) obtained above was reduced with a boiling zinc/ammonium chloride/water/ethanol mixture. The corresponding amine was isolated in dihydrochloride form. Reactants: OB(O)F, OB(O)F, OB(O)F, OB(O)F, O=C([O-])O, CC#N, CCCCc1nc(Cl)c(COCOCCOC)n1Cc1ccc(-c2ccccc2C(=O)NOC)cc1, [Na+]. Yields the product CCCCc1nc(Cl)c(CO)n1Cc1ccc(-c2ccccc2C(=O)NOC)cc1. RXN SMILES: [B:45]([F:46])([OH:47])[OH:48].[B:49]([F:50])([OH:51])[OH:52].[B:53]([F:54])([OH:55])[OH:56].[B:57]([F:58])([OH:59])[OH:60].[C:37](=[O:38])([OH:39])[O-:40].[C:42](#[N:43])[CH3:44].[CH3:1][O:2][NH:3][C:4](=[O:5])[c:6]1[c:7](-[c:12]2[cH:13][cH:14][c:15]([CH2:18][n:19]3[c:20]([CH2:33][CH2:34][CH2:35][CH3:36])[n:21][c:22]([Cl:32])[c:23]3[CH2:24][O:25][CH2:26][O:27][CH2:28][CH2:29][O:30][CH3:31])[cH:16][cH:17]2)[cH:8][cH:9][cH:10][cH:11]1.[Na+:41]>>[CH3:1][O:2][NH:3][C:4](=[O:5])[c:6]1[c:7](-[c:12]2[cH:13][cH:14][c:15]([CH2:18][n:19]3[c:20]([CH2:33][CH2:34][CH2:35][CH3:36])[n:21][c:22]([Cl:32])[c:23]3[CH2:24][OH:25])[cH:16][cH:17]2)[cH:8][cH:9][cH:10][cH:11]1. The product is CN1CCC(CC1)C(=O)OC (methyl 1-methylpiperidine-4-carboxylate). RXN SMILES: Cl.[CH3:2][N:3]1[CH2:11][CH2:10][CH:6]([C:7]([OH:9])=[O:8])[CH2:5][CH2:4]1.[CH3:12]O.S(Cl)(Cl)=O>>[CH3:2][N:3]1[CH2:11][CH2:10][CH:6]([C:7]([O:9][CH3:12])=[O:8])[CH2:5][CH2:4]1 |f:0.1|. Reported procedure: To a stirred solution of 1-methylisonipecotic acid hydrochloride (178.64 g, 1 mol) in 350 mL of methanol (8 equivalents) was added, dropwise with stirring and cooling (ice-salt bath) to -10° C., 112.8 mL (1.55 equivalents) of thionyl chloride. After completion of the addition (1 hour), the ice-salt bath was removed and the temperature allowed to rise to 40° C. and held at this point for 2 hours. The solution was brought to about pH 8 with sodium carbonate and extracted with methylene chloride. T... Isolated yield 87.0%. The reactants are S(=O)(Cl)Cl (thionyl chloride), Cl.CN1CCC(C(=O)O)CC1 (1-methylisonipecotic acid hydrochloride), CO (methanol), ice-salt. Conditions: time 2 hour. Starting materials: ( A ), COC(C(=O)OC)C(=O)OC (dimethyl methoxymalonate), Cl.C(C1=CC=CC=C1)OC1=CC=C(C(=N)N)C=C1 (4-benzyloxybenzamidine hydrochloride). Yields the product OC1=NC(=NC(=C1OC)O)C1=CC=C(C=C1)OCC1=CC=CC=C1 (4,6-dihydroxy-5-methoxy-2-(4-benzyloxyphenyl)pyrimidine). RXN SMILES: [CH3:1][O:2][CH:3]([C:8]([O:10]C)=O)[C:4]([O:6]C)=O.Cl.[CH2:13]([O:20][C:21]1[CH:29]=[CH:28][C:24]([C:25]([NH2:27])=[NH:26])=[CH:23][CH:22]=1)[C:14]1[CH:19]=[CH:18][CH:17]=[CH:16][CH:15]=1>>[OH:6][C:4]1[C:3]([O:2][CH3:1])=[C:8]([OH:10])[N:27]=[C:25]([C:24]2[CH:28]=[CH:29][C:21]([O:20][CH2:13][C:14]3[CH:19]=[CH:18][CH:17]=[CH:16][CH:15]=3)=[CH:22][CH:23]=2)[N:26]=1 |f:1.2|. Procedure: In process (A), dimethyl methoxymalonate and 4-benzyloxybenzamidine hydrochloride are reacted to obtain 4,6-dihydroxy-5-methoxy-2-(4-benzyloxyphenyl)pyrimidine (1), which is then chlorinated with phosphorus oxychloride to obtain a dichloro derivative (2). The compound (2) is debenzylated by hydrogenation using palladium-on-carbon to obtain 5-methoxy-2-(4-hydroxyphenyl)pyrimidine (3), which is again protected with a benzyl group [(3)→(4)], followed by demethylation [(4)→(5)]. Compound (5) is reac... Reactants: FC1=CC=CC(=N1)C1=NN(C2=CN=C(C=C21)C=2C=NC=CC2)C2OCCCC2 (3-(6-fluoropyridin-2-yl)-5-(pyridin-3-yl)-1-(tetrahydro-2H-pyran-2-yl)-1H-pyrazolo[3,4-c]pyridine), N1C[C@@H](CCC1)NC(OCC1=CC=CC=C1)=O ((R)-benzyl piperidin-3-ylcarbamate). The product is N1=CC(=CC=C1)C=1C=C2C(=CN1)NN=C2C2=CC=CC(=N2)N2C[C@H](CCC2)N ((S)-1-(6-(5-(pyridin-3-yl)-1H-pyrazolo[3,4-c]pyridin-3-yl)pyridin-2-yl)piperidin-3-amine). Yield: 20.0%. RXN SMILES: F[C:2]1[N:7]=[C:6]([C:8]2[C:16]3[C:11](=[CH:12][N:13]=[C:14]([C:17]4[CH:18]=[N:19][CH:20]=[CH:21][CH:22]=4)[CH:15]=3)[N:10](C3CCCCO3)[N:9]=2)[CH:5]=[CH:4][CH:3]=1.[NH:29]1[CH2:34][CH2:33][CH2:32][C@@H:31]([NH:35]C(=O)OCC2C=CC=CC=2)[CH2:30]1>>[N:19]1[CH:20]=[CH:21][CH:22]=[C:17]([C:14]2[CH:15]=[C:16]3[C:8]([C:6]4[N:7]=[C:2]([N:29]5[CH2:34][CH2:33][CH2:32][C@H:31]([NH2:35])[CH2:30]5)[CH:3]=[CH:4][CH:5]=4)=[N:9][NH:10][C:11]3=[CH:12][N:13]=2)[CH:18]=1. Procedure details: Following the procedures of Example 144, 3-(6-fluoropyridin-2-yl)-5-(pyridin-3-yl)-1-(tetrahydro-2H-pyran-2-yl)-1H-pyrazolo[3,4-c]pyridine and (R)-benzyl piperidin-3-ylcarbamate were reacted. The reaction mixture was purified via reverse phase HPLC using a gradient of MeOH in water with 0.1% NH4OH to afford 20.0 mg (20%) of 161 over two steps. ESI MS m/z 372.1 (M+1). 1H NMR (400 MHz, DMSO): 9.30 (s, 1H), 9.21 (s, 1H), 9.00 (s, 1H), 8.60 (s, 1H), 8.48 (m, 1H), 7.66 (s, 1H) 7.53 (m, 1H), 7.46 (s, ... The reactants are CN1CCOCC1, CN(C)C=O, Nc1cc2cn[nH]c2cc1Cl, O, O=C(O)c1ccccc1NCc1ccncc1. Reaction SMILES: [CH3:29][N:30]1[CH2:31][CH2:32][O:33][CH2:34][CH2:35]1.[CH3:36][N:37]([CH3:38])[CH:39]=[O:40].[NH2:18][c:19]1[cH:20][c:21]2[cH:22][n:23][nH:24][c:25]2[cH:26][c:27]1[Cl:28].[OH2:41].[n:1]1[cH:2][cH:3][c:4]([CH2:7][NH:8][c:9]2[c:10]([C:11](=[O:12])[OH:13])[cH:14][cH:15][cH:16][cH:17]2)[cH:5][cH:6]1>>[n:1]1[cH:2][cH:3][c:4]([CH2:7][NH:8][c:9]2[c:10]([C:11](=[O:13])[NH:18][c:19]3[cH:20][c:21]4[cH:22][n:23][nH:24][c:25]4[cH:26][c:27]3[Cl:28])[cH:14][cH:15][cH:16][cH:17]2)[cH:5][cH:6]1. Product: O=C(Nc1cc2cn[nH]c2cc1Cl)c1ccccc1NCc1ccncc1. Product: FC(C(C=C(CCC=C(CCC=C(C)C)C)C)O)(F)P(OC)(OC)=O (dimethyl 1,1-difluoro-2-hydroxy-4,8,12-trimethyl-3,7,11-tridecatrienylphosphonate). Reactants: substituted aldehyde, CC(=CCC/C(=C/CC/C(=C/C=O)/C)/C)C (farnesal), CC(=CCC/C(=C/CC/C(=C/CO)/C)/C)C (transfarnesol), ( 3 ), C(C)(C)[N-]C(C)C.[Li+] (lithium diisopropylamide), ( 1 ), Cl (hydrochloric acid), substituted phosphonate, FC(F)P(OC)(OC)=O (dimethyl difluoromethylphosphonate). Procedure: In Scheme I, step a, the aldehyde defined by structure (2) is treated with the anion of the phosphonate defined by structure (1) to provide the alcohol defined by structure (3). For example, an equivalent of the appropriately substituted phosphonate (1), such as dimethyl difluoromethylphosphonate dissolved in a suitable organic solvent, such as tetrahydrofuran, is added dropwise to a stirring solution of lithium diisopropylamide at approximately -78° C. The mixture is stirred for 2 minutes to 2 ... Reaction SMILES: [F:1][CH:2]([P:4](=[O:9])([O:7][CH3:8])[O:5][CH3:6])[F:3].C([N-]C(C)C)(C)C.[Li+].[CH3:18][C:19]([CH3:33])=[CH:20][CH2:21][CH2:22]/[C:23](/[CH3:32])=[CH:24]/[CH2:25][CH2:26]/[C:27](/[CH3:31])=[CH:28]/[CH:29]=[O:30].CC(C)=CCC/C(/C)=C/CC/C(/C)=C/CO.Cl>O1CCCC1>[F:1][C:2]([P:4](=[O:9])([O:7][CH3:8])[O:5][CH3:6])([F:3])[CH:29]([OH:30])[CH:28]=[C:27]([CH3:31])[CH2:26][CH2:25][CH:24]=[C:23]([CH3:32])[CH2:22][CH2:21][CH:20]=[C:19]([CH3:18])[CH3:33] |f:1.2|. The solvent is O1CCCC1 (tetrahydrofuran), O1CCCC1 (tetrahydrofuran).